This data is from the Open Reaction Database (ORD), a public repository of structured organic reaction records. The task is: describe an organic reaction: reactants, conditions, products, and yield The reactants are NC1[C@@H]2N(C(=C(CS2)COC(C2=CC=CC=C2)=O)C(=O)O)C1=O (7-amino-3-benzoyloxymethyl-3-cephem-4-carboxylic acid), C[Si](C)(C)CC(=O)N (trimethylsilylacetamide), P(=O)(Cl)(Cl)Cl (phosphoryl chloride), C(=O)NC=1SC(=C(N1)C(C(=O)O)=NOC)Br (2-(2-formamido-5-bromothiazol-4-yl)-2-methoxyiminoacetic acid). The solvent is C(C)(=O)OCC (ethyl acetate), C(C)(=O)OCC (ethyl acetate), CN(C=O)C (dimethylformamide). The product is C(=O)NC=1SC(=C(N1)C(C(=O)NC1[C@@H]2N(C(=C(CS2)COC(C2=CC=CC=C2)=O)C(=O)O)C1=O)=NOC)Br (7-[2-(2-formamido-5-bromothiazol-4-yl)-2-methoxyiminoacetamido]-3-benzoyloxymethyl-3-cephem-4-carboxylic acid). Isolated yield 34.4%. Reaction SMILES: [NH2:1][CH:2]1[C:22](=[O:23])[N:4]2[C:5]([C:19]([OH:21])=[O:20])=[C:6]([CH2:9][O:10][C:11](=[O:18])[C:12]3[CH:17]=[CH:16][CH:15]=[CH:14][CH:13]=3)[CH2:7][S:8][C@H:3]12.C[Si](CC(N)=O)(C)C.P(Cl)(Cl)(Cl)=O.[CH:37]([NH:39][C:40]1[S:41][C:42]([Br:52])=[C:43]([C:45](=[N:49][O:50][CH3:51])[C:46](O)=[O:47])[N:44]=1)=[O:38]>C(OCC)(=O)C.CN(C)C=O>[CH:37]([NH:39][C:40]1[S:41][C:42]([Br:52])=[C:43]([C:45](=[N:49][O:50][CH3:51])[C:46]([NH:1][CH:2]2[C:22](=[O:23])[N:4]3[C:5]([C:19]([OH:21])=[O:20])=[C:6]([CH2:9][O:10][C:11](=[O:18])[C:12]4[CH:17]=[CH:16][CH:15]=[CH:14][CH:13]=4)[CH2:7][S:8][C@H:3]23)=[O:47])[N:44]=1)=[O:38]. Procedure details: A solution of 7-amino-3-benzoyloxymethyl-3-cephem-4-carboxylic acid (0.67 g.) and trimethylsilylacetamide (2.1 g.) in dry ethyl acetate (20 ml.) and a solution of dimethylformamide (0.2 ml.), phosphoryl chloride (0.24 ml.) and 2-(2-formamido-5-bromothiazol-4-yl)-2-methoxyiminoacetic acid (syn isomer, 0.62 g.) in dry ethyl acetate (1 ml.) were treated in a similar manner to that of Example 1-(1) to give 7-[2-(2-formamido-5-bromothiazol-4-yl)-2-methoxyiminoacetamido]-3-benzoyloxymethyl-3-cephem-4-... Starting materials: CCOC(C)=O, FC(F)(F)c1ccc(C=Cc2nc(COc3ccc(C#CCCn4ccnn4)nn3)co2)cc1. Product: FC(F)(F)c1ccc(C=Cc2nc(COc3ccc(C=CCCn4ccnn4)nn3)co2)cc1. Reaction SMILES: [CH3:35][CH2:36][O:37][C:38](=[O:39])[CH3:40].[n:1]1([CH2:6][CH2:7][C:8]#[C:9][c:10]2[n:11][n:12][c:13]([O:16][CH2:17][c:18]3[n:19][c:20]([CH:23]=[CH:24][c:25]4[cH:26][cH:27][c:28]([C:31]([F:32])([F:33])[F:34])[cH:29][cH:30]4)[o:21][cH:22]3)[cH:14][cH:15]2)[n:2][n:3][cH:4][cH:5]1>>[n:1]1([CH2:6][CH2:7][CH:8]=[CH:9][c:10]2[n:11][n:12][c:13]([O:16][CH2:17][c:18]3[n:19][c:20]([CH:23]=[CH:24][c:25]4[cH:26][cH:27][c:28]([C:31]([F:32])([F:33])[F:34])[cH:29][cH:30]4)[o:21][cH:22]3)[cH:14][cH:15]2)[n:2][n:3][cH:4][cH:5]1. Starting materials: O=C(c1ccc(CBr)c(Cl)c1)N1CCCC1, CCOC(=O)CC(=O)CC, COCCOC, CN(C)C=O, [Cl-], [H-], [NH4+], [Na+]. Product: CCOC(=O)C(Cc1ccc(C(=O)N2CCCC2)cc1Cl)C(=O)CC. RXN SMILES: [Br:13][CH2:14][c:15]1[c:16]([Cl:28])[cH:17][c:18]([C:21](=[O:22])[N:23]2[CH2:24][CH2:25][CH2:26][CH2:27]2)[cH:19][cH:20]1.[CH2:1]([CH3:2])[O:3][C:4]([CH2:5][C:6]([CH2:7][CH3:8])=[O:9])=[O:10].[CH3:29][O:30][CH2:31][CH2:32][O:33][CH3:34].[CH3:35][N:36]([CH3:37])[CH:38]=[O:39].[Cl-:40].[H-:11].[NH4+:41].[Na+:12]>>[CH2:1]([CH3:2])[O:3][C:4]([CH:5]([C:6]([CH2:7][CH3:8])=[O:9])[CH2:14][c:15]1[c:16]([Cl:28])[cH:17][c:18]([C:21](=[O:22])[N:23]2[CH2:24][CH2:25][CH2:26][CH2:27]2)[cH:19][cH:20]1)=[O:10]. The reactants are O=C(Cl)c1ccccc1, Cc1ccccc1, Cc1cc([N+](=O)[O-])c(Cl)cc1N. Product: Cc1cc([N+](=O)[O-])c(Cl)cc1NC(=O)c1ccccc1. As a reaction SMILES: [C:13]([c:14]1[cH:15][cH:16][cH:17][cH:18][cH:19]1)(=[O:20])[Cl:21].[CH3:22][c:23]1[cH:24][cH:25][cH:26][cH:27][cH:28]1.[Cl:1][c:2]1[c:3]([N+:10](=[O:11])[O-:12])[cH:4][c:5]([CH3:9])[c:6]([NH2:8])[cH:7]1>>[Cl:1][c:2]1[c:3]([N+:10](=[O:11])[O-:12])[cH:4][c:5]([CH3:9])[c:6]([NH:8][C:13]([c:14]2[cH:15][cH:16][cH:17][cH:18][cH:19]2)=[O:20])[cH:7]1. Starting materials: NC=1C=C(C=NC1N)C=1C=CC2=C(CN(CCO2)C(=O)OC(C)(C)C)C1 (1,1-dimethylethyl 7-(5,6-diaminopyridin-3-yl)-2,3-dihydro-1,4-benzoxazepine-4(5H)-carboxylate), C(C1=CC=CC=C1)OC(=O)NC(SC)=NC(=O)OCC1=CC=CC=C1 (1,3-bis(benzyloxycarbonyl)-2-methyl-2-thiopseudourea). The solvent is C(C)(=O)O (acetic acid). Reaction conditions: temperature 50 celsius. The product is C1(=CC=CC=C1)COC(=O)NC=1NC=2C(=NC=C(C2)C=2C=CC3=C(CN(CCO3)C(=O)OC(C)(C)C)C2)N1 (1,1-dimethylethyl 7-[2-({[(phenylmethyl)oxy]carbonyl}amino)-1H-imidazo[4,5-b]pyridin-6-yl]-2,3-dihydro-1,4-benzoxazepine-4(5H)-carboxylate). Isolated yield 89.5%. RXN SMILES: [NH2:1][C:2]1[CH:3]=[C:4]([C:9]2[CH:10]=[CH:11][C:12]3[O:18][CH2:17][CH2:16][N:15]([C:19]([O:21][C:22]([CH3:25])([CH3:24])[CH3:23])=[O:20])[CH2:14][C:13]=3[CH:26]=2)[CH:5]=[N:6][C:7]=1[NH2:8].[CH2:27]([O:34][C:35]([NH:37][C:38](=NC(OCC1C=CC=CC=1)=O)SC)=[O:36])[C:28]1[CH:33]=[CH:32][CH:31]=[CH:30][CH:29]=1>C(O)(=O)C>[C:28]1([CH2:27][O:34][C:35]([NH:37][C:38]2[NH:1][C:2]3[C:7]([N:8]=2)=[N:6][CH:5]=[C:4]([C:9]2[CH:10]=[CH:11][C:12]4[O:18][CH2:17][CH2:16][N:15]([C:19]([O:21][C:22]([CH3:23])([CH3:25])[CH3:24])=[O:20])[CH2:14][C:13]=4[CH:26]=2)[CH:3]=3)=[O:36])[CH:33]=[CH:32][CH:31]=[CH:30][CH:29]=1. Reported procedure: To a solution of 1,1-dimethylethyl 7-(5,6-diaminopyridin-3-yl)-2,3-dihydro-1,4-benzoxazepine-4(5H)-carboxylate (example 15, step 2) (0.23 g, 0.65 mmol) in acetic acid (10 mL) was added 1,3-bis(benzyloxycarbonyl)-2-methyl-2-thiopseudourea (0.27 g, 0.76 mmol) and the resulting mixture was heated at 50° C. After 4 h the reaction mixture was concentrated then suspended in ethyl acetate (10 mL). Filtration followed by washing the cake with ethyl acetate (2×10 mL) provided 1,1-dimethylethyl 7-[2-({[(p... Reactants: CCCC1=C(OCCC#N)C(c2ccc([N+](=O)[O-])cc2)C(C(=O)OCc2ccccc2)=C(CCC=C=O)N1, ClC(Cl)Cl. Yields the product CCCC1=C(OCCC#N)C(c2ccc([N+](=O)[O-])cc2)C(C(=O)O)=C(CCC=C=O)N1. Reaction SMILES: [CH2:1]([c:2]1[cH:3][cH:4][cH:5][cH:6][cH:7]1)[O:8][C:9](=[O:10])[C:11]1=[C:16]([CH2:17][CH2:18][CH:19]=[C:20]=[O:21])[NH:15][C:14]([CH2:22][CH2:23][CH3:24])=[C:13]([O:25][CH2:26][CH2:27][C:28]#[N:29])[CH:12]1[c:30]1[cH:31][cH:32][c:33]([N+:36](=[O:37])[O-:38])[cH:34][cH:35]1.[Cl:39][CH:40]([Cl:41])[Cl:42]>>[O:8]=[C:9]([OH:10])[C:11]1=[C:16]([CH2:17][CH2:18][CH:19]=[C:20]=[O:21])[NH:15][C:14]([CH2:22][CH2:23][CH3:24])=[C:13]([O:25][CH2:26][CH2:27][C:28]#[N:29])[CH:12]1[c:30]1[cH:31][cH:32][c:33]([N+:36](=[O:37])[O-:38])[cH:34][cH:35]1. Starting materials: C(C1=CC=CC=C1)N1C(N(C(C1)C1=CC=C(C=C1)OC)C(C(=O)NOCC1=CC=CC=C1)C(C)C)=O (2-(3-Benzyl-5-(4-methoxyphenyl)-2-oxoimidazolidin-1-yl)-N-benzyloxy-3-methylbutyramide). The reagents and catalysts are [Pd].[O-]S(=O)(=O)[O-].[Ba+2] (Pd BaSO4). Run in CO (methanol). Reaction conditions: time 4 hour. Yields the product C(C1=CC=CC=C1)N1C(N(C(C1)C1=CC=C(C=C1)OC)C(C(=O)NO)C(C)C)=O (2-(3-benzyl-5-(4-methoxyphenyl)-2-oxoimidazolidin-1-yl)-N-hydroxy-3-methylbutyramide). The yield is 62.5%. RXN SMILES: [CH2:1]([N:8]1[CH2:12][CH:11]([C:13]2[CH:18]=[CH:17][C:16]([O:19][CH3:20])=[CH:15][CH:14]=2)[N:10]([CH:21]([CH:33]([CH3:35])[CH3:34])[C:22]([NH:24][O:25]CC2C=CC=CC=2)=[O:23])[C:9]1=[O:36])[C:2]1[CH:7]=[CH:6][CH:5]=[CH:4][CH:3]=1>[Pd].[O-]S([O-])(=O)=O.[Ba+2].CO>[CH2:1]([N:8]1[CH2:12][CH:11]([C:13]2[CH:18]=[CH:17][C:16]([O:19][CH3:20])=[CH:15][CH:14]=2)[N:10]([CH:21]([CH:33]([CH3:34])[CH3:35])[C:22]([NH:24][OH:25])=[O:23])[C:9]1=[O:36])[C:2]1[CH:3]=[CH:4][CH:5]=[CH:6][CH:7]=1 |f:1.2.3|. Procedure: 2-(3-Benzyl-5-(4-methoxyphenyl)-2-oxoimidazolidin-1-yl)-N-benzyloxy-3-methylbutyramide (120 mg; 0.24 mmol) was introduced into methanol (10 ml), and Pd/BaSO4 (50 mg) was added. The mixture was hydrogenated with H2 (1 atm) at RT for 4 h. The reaction mixture was then filtered through kieselguhr, the residue was washed with methanol, and the filtrate was concentrated in a rotary evaporator. Purification by preparative HPLC resulted in 2-(3-benzyl-5-(4-methoxyphenyl)-2-oxoimidazolidin-1-yl)-N-hydro...